From a dataset of the Open Reaction Database (ORD), a public repository of structured organic reaction records. describe an organic reaction: reactants, conditions, products, and yield The reactants are Cc1cc2c(cc1C)CC(C)(N(Cc1ccccc1)CC(O)c1ccc(OCc3ccccc3)c([N+](=O)[O-])c1)C2, CC(=O)OC(C)=O, c1ccncc1. The product is CC(=O)OC(CN(Cc1ccccc1)C1(C)Cc2cc(C)c(C)cc2C1)c1ccc(OCc2ccccc2)c([N+](=O)[O-])c1. Reaction SMILES: [CH2:1]([c:2]1[cH:3][cH:4][cH:5][cH:6][cH:7]1)[O:8][c:9]1[c:10]([N+:38](=[O:39])[O-:40])[cH:11][c:12]([CH:15]([CH2:16][N:17]([C:18]2([CH3:29])[CH2:19][c:20]3[cH:21][c:22]([CH3:28])[c:23]([CH3:27])[cH:24][c:25]3[CH2:26]2)[CH2:30][c:31]2[cH:32][cH:33][cH:34][cH:35][cH:36]2)[OH:37])[cH:13][cH:14]1.[CH3:41][C:42](=[O:43])[O:44][C:45](=[O:46])[CH3:47].[cH:48]1[cH:49][cH:50][n:51][cH:52][cH:53]1>>[CH2:1]([c:2]1[cH:3][cH:4][cH:5][cH:6][cH:7]1)[O:8][c:9]1[c:10]([N+:38](=[O:39])[O-:40])[cH:11][c:12]([CH:15]([CH2:16][N:17]([C:18]2([CH3:29])[CH2:19][c:20]3[cH:21][c:22]([CH3:28])[c:23]([CH3:27])[cH:24][c:25]3[CH2:26]2)[CH2:30][c:31]2[cH:32][cH:33][cH:34][cH:35][cH:36]2)[O:37][C:42]([CH3:41])=[O:43])[cH:13][cH:14]1. Starting materials: C(CCC)[Li] (n-butyl lithium), C(C)NCC (diethylamine), C(C)OCC (Diethyl ether), OC1=CC=C(C(=O)OCC)C=C1 (Ethyl 4-hydroxybenzoate). Run in CCCCCC (hexane), O1CCCC1 (tetrahydrofuran). Reaction conditions: time 15 minute. The product is OC1=CC=C(C(=O)N(CC)CC)C=C1 (4-hydroxy-N,N-diethyl benzamide). As a reaction SMILES: C([Li])CCC.[CH2:6]([NH:8][CH2:9][CH3:10])[CH3:7].[OH:11][C:12]1[CH:22]=[CH:21][C:15]([C:16]([O:18]CC)=O)=[CH:14][CH:13]=1.C(OCC)C>CCCCCC.O1CCCC1>[OH:11][C:12]1[CH:13]=[CH:14][C:15]([C:16]([N:8]([CH2:9][CH3:10])[CH2:6][CH3:7])=[O:18])=[CH:21][CH:22]=1. Procedure: A solution of n-butyl lithium in hexane (1.6M, 22.87 ml) was added to a solution of diethylamine (3.74 ml) in dry tetrahydrofuran (100 ml), at ambient temperature and under an atmosphere of argon. The reaction mixture was stirred for 15 minutes. Ethyl 4-hydroxybenzoate (5 g) was then added and the reaction mixture stirred for 16 hours. Diethyl ether was added to the reaction mixture and the mixture was washed with water, dried (MgSO4) and evaporated. The residue was purified by flash column chro... Run in C(Cl)Cl (methylene chloride). Run at temperature -15 celsius, time 3 hour. Yields the product C(C1=CC=CC=C1)OCCCCCBr (5-benzyloxy-1-bromo-pentane). The reactants are BrC(Br)(Br)Br (tetrabromomethane), C(C1=CC=CC=C1)OCCCCCO (5-benzyloxy-pentan-1-ol), C1(=CC=CC=C1)P(C1=CC=CC=C1)C1=CC=CC=C1 (triphenylphosphine). Reaction SMILES: Br[C:2]([Br:5])(Br)Br.[CH2:6]([O:13][CH2:14][CH2:15][CH2:16][CH2:17]CO)[C:7]1[CH:12]=[CH:11][CH:10]=[CH:9][CH:8]=1.C1(P(C2C=CC=CC=2)C2C=CC=CC=2)C=CC=CC=1>C(Cl)Cl>[CH2:6]([O:13][CH2:14][CH2:15][CH2:16][CH2:17][CH2:2][Br:5])[C:7]1[CH:12]=[CH:11][CH:10]=[CH:9][CH:8]=1. Procedure details: 179 g of tetrabromomethane is added in portions to the solution of 85 g of 5-benzyloxy-pentan-1-ol and 143 g of triphenylphosphine in 720 ml of methylene chloride that is cooled to −15° C., and after the addition has been completed, it is stirred for 3 hours at 0° C. After the reaction mixture was concentrated by evaporation in a vacuum, the purification is carried out by chromatography on silica gel with a hexane-methylene chloride gradient. 71 g of 5-benzyloxy-1-bromo-pentane is obtained as an... The yield is 63.1%. Reactants: Cc1nc(N2CCc3ccccc3CC2)c(C#N)c(=O)n1NC(=O)OC(C)(C)C, O=C([O-])[O-], CI, CN(C)C=O, [K+], [K+]. The product is Cc1nc(N2CCc3ccccc3CC2)c(C#N)c(=O)n1N(C)C(=O)OC(C)(C)C. RXN SMILES: [C:1]([CH3:2])([CH3:3])([CH3:4])[O:5][C:6]([NH:7][n:8]1[c:9]([CH3:28])[n:10][c:11]([N:17]2[CH2:18][CH2:19][c:20]3[c:21]([cH:24][cH:25][cH:26][cH:27]3)[CH2:22][CH2:23]2)[c:12]([C:15]#[N:16])[c:13]1=[O:14])=[O:29].[C:32](=[O:33])([O-:34])[O-:35].[CH3:30][I:31].[CH3:38][N:39]([CH3:40])[CH:41]=[O:42].[K+:36].[K+:37]>>[C:1]([CH3:2])([CH3:3])([CH3:4])[O:5][C:6]([N:7]([n:8]1[c:9]([CH3:28])[n:10][c:11]([N:17]2[CH2:18][CH2:19][c:20]3[c:21]([cH:24][cH:25][cH:26][cH:27]3)[CH2:22][CH2:23]2)[c:12]([C:15]#[N:16])[c:13]1=[O:14])[CH3:32])=[O:29]. Reactants: C(C1=CC=CC=C1)OC1=CC=C(C=C1)O (4-benzyloxyphenol), BrBr (bromine). Run in C(Cl)(Cl)Cl (chloroform), C(Cl)(Cl)Cl (chloroform). Reaction conditions: time 1 hour. The product is C(C1=CC=CC=C1)OC1=CC(=C(C=C1)O)Br (4-Benzyloxy-2-bromophenol). Yield: 49.0%. Reaction SMILES: [CH2:1]([O:8][C:9]1[CH:14]=[CH:13][C:12]([OH:15])=[CH:11][CH:10]=1)[C:2]1[CH:7]=[CH:6][CH:5]=[CH:4][CH:3]=1.[Br:16]Br>C(Cl)(Cl)Cl>[CH2:1]([O:8][C:9]1[CH:10]=[CH:11][C:12]([OH:15])=[C:13]([Br:16])[CH:14]=1)[C:2]1[CH:3]=[CH:4][CH:5]=[CH:6][CH:7]=1. Procedure: To a suspension of 4-benzyloxyphenol (30 g, 150 mmol) in chloroform (400 ml) was added, dropwise, a solution of bromine (24 g, 150 mmol) in chloroform (150 ml). After stirring for 1 hour the mixture was washed with 0.1M NaHSO3 (500 ml), then water (500 ml). The chloroform layer was separated, dried (MgSO4), filtered and concentrated. The residue was purified by flash column chromatography on silica gel eluting with 5, 10, 20% ethyl acetate/hexane. Recrystallisation from hexane afforded the title...